This data is from the Open Reaction Database (ORD), a public repository of structured organic reaction records. The task is: describe an organic reaction: reactants, conditions, products, and yield The reactants are C(C)(=O)C1=C(C(=C(OCCCOC2=C(C3=C(CCC(O3)CCC(=O)O)C=C2)CCC)C=C1)CCC)O (7-[3-(4-Acetyl-3-hydroxy-2-propylphenoxy)propoxy]-3,4-dihydro-8-propyl-2H-1-benzopyran-2-propionic acid), CC(=O)C (acetone), S(=O)(=O)(OC)OC (dimethyl sulfate). Run in [OH-].[K+] (potassium hydroxide). Conditions: temperature 40 celsius. The product is C(C)(=O)C1=C(C(=C(OCCCOC2=C(C3=C(CCC(O3)CCC(=O)OC)C=C2)CCC)C=C1)CCC)OC (Methyl 7-[3-(4-acetyl-3-methoxy-2-propylphenoxy)-propoxy]-3,4-dihydro-8-propyl-2H-1-benzopyran-2-propanoate). As a reaction SMILES: [C:1]([C:4]1[CH:32]=[CH:31][C:7]([O:8][CH2:9][CH2:10][CH2:11][O:12][C:13]2[CH:27]=[CH:26][C:16]3[CH2:17][CH2:18][CH:19]([CH2:21][CH2:22][C:23]([OH:25])=[O:24])[O:20][C:15]=3[C:14]=2[CH2:28][CH2:29][CH3:30])=[C:6]([CH2:33][CH2:34][CH3:35])[C:5]=1O)(=[O:3])[CH3:2].[CH3:37]C(C)=O.S([O:46][CH3:47])(OC)(=O)=O>[OH-].[K+]>[C:1]([C:4]1[CH:32]=[CH:31][C:7]([O:8][CH2:9][CH2:10][CH2:11][O:12][C:13]2[CH:27]=[CH:26][C:16]3[CH2:17][CH2:18][CH:19]([CH2:21][CH2:22][C:23]([O:25][CH3:37])=[O:24])[O:20][C:15]=3[C:14]=2[CH2:28][CH2:29][CH3:30])=[C:6]([CH2:33][CH2:34][CH3:35])[C:5]=1[O:46][CH3:47])(=[O:3])[CH3:2] |f:3.4|. Procedure details: 7-[3-(4-Acetyl-3-hydroxy-2-propylphenoxy)propoxy]-3,4-dihydro-8-propyl-2H-1-benzopyran-2-propionic acid (1 mmol) is dissolved in acetone containing 2.5 equivalents of potassium hydroxide and 3 equivalents of dimethyl sulfate. The mixture is heated at 40° C. for about 10 hours then cooled. The solvent is removed in vacuo, and the residue is partitioned between ethyl acetate and water. The organic layer is separated and dried over magnesium sulfate. Removal of the volatiles in vacuo gives the prod... The reactants are CN(C)Cc1c[nH]c2c(Cl)ncc(Br)c12, N#C[K], CN(C)C=O, O. Product: N#CCc1c[nH]c2c(Cl)ncc(Br)c12. Reaction SMILES: [Br:1][c:2]1[c:3]2[c:4]([c:5]([Cl:8])[n:6][cH:7]1)[nH:9][cH:10][c:11]2[CH2:12][N:13]([CH3:14])[CH3:15].[K:16][C:17]#[N:18].[O:19]=[CH:20][N:21]([CH3:22])[CH3:23].[OH2:24]>>[Br:1][c:2]1[c:3]2[c:4]([c:5]([Cl:8])[n:6][cH:7]1)[nH:9][cH:10][c:11]2[CH2:12][C:17]#[N:18]. The reactants are C1CCOC1 (THF), N=1ON=C2C1C=CC(=C2)C(=O)Cl ([2,1,3]-benzoxadiazole-5-carbonylchloride), C(C1=CC=CC=C1)N1C2COCC1COC2 (9-Benzyl-3,7-dioxa-9-azabicyclo-(3.3.1)nonane), OS(=O)(=O)O (H2SO4). Reagents/catalysts: [Pd] (Pd/C). The solvent is ClCCl (dichloromethane), C(C)N(CC)CC (triethylamine), C(=O)O (formic acid), O (water), CO (methanol). Run at time 0.5 hour. The product is N=1ON=C2C1C=CC(=C2)C(=O)N2C1COCC2COC1 ([2,1,3]-Benzoxadiazol-5-yl(3,7-dioxa-9-azabicyclo[3.3.1]non-9-yl)methanone), solid. Reaction SMILES: C([N:8]1[CH:13]2[CH2:14][O:15][CH2:16][CH:9]1[CH2:10][O:11][CH2:12]2)C1C=CC=CC=1.C1COCC1.[N:22]1[O:23][N:24]=[C:25]2[CH:30]=[C:29]([C:31](Cl)=[O:32])[CH:28]=[CH:27][C:26]=12.OS(O)(=O)=O>CO.C(O)=O.ClCCl.[Pd].O.C(N(CC)CC)C>[N:22]1[O:23][N:24]=[C:25]2[CH:30]=[C:29]([C:31]([N:8]3[CH:13]4[CH2:14][O:15][CH2:16][CH:9]3[CH2:10][O:11][CH2:12]4)=[O:32])[CH:28]=[CH:27][C:26]=12. Procedure: 9-Benzyl-3,7-dioxa-9-azabicyclo-(3.3.1)nonane (650 mg, 2.96 mmol, see: JOC, Vol. 71, No. 1, 2006, 413-415) was dissolved in methanol (20 ml) and formic acid (4 ml). 10% Pd/C (0.3 g) was added and the mixture was hydrogenated over night. The solids were filtered off, and the solvent evaporated. The residue was dissolved in methanol (20 ml) and a solution of HCl in dioxane (2 ml, 4N) was added and the solvent evaporated. The residue was dissolved in dichloromethane (80 ml), THF (20 ml) and triethy... The reactants are Intermediate 79, ClC1=C(C=C(C=C1)S(=O)(=O)C)I (1-chloro-2-iodo-4-(methylsulfonyl)benzene), ClC1=C(C=C(C=C1)S(=O)(=O)C)I (1-chloro-2-iodo-4-(methylsulfonyl)benzene), C(C)(C)(C)OC(COC1=C(C=C(C=C1)C#N)C#C)=O (tert-butyl(4-cyano-2-ethynylphenoxy)acetate), C(C)(C)(C)OC(COC1=C(C=C(C=C1)C#N)C#C)=O (tert-butyl(4-cyano-2-ethynylphenoxy)acetate). Product: C(C)(C)(C)OC(COC1=C(C=C(C=C1)C#N)C#CC1=C(C=CC(=C1)S(=O)(=O)C)Cl)=O (tert-butyl(2-{[2-chloro-5-(methylsulfonyl)phenyl]ethynyl}-4-cyanophenoxy)acetate). Isolated yield 74.0%. RXN SMILES: [C:1]([O:5][C:6](=[O:19])[CH2:7][O:8][C:9]1[CH:14]=[CH:13][C:12]([C:15]#[N:16])=[CH:11][C:10]=1[C:17]#[CH:18])([CH3:4])([CH3:3])[CH3:2].[Cl:20][C:21]1[CH:26]=[CH:25][C:24]([S:27]([CH3:30])(=[O:29])=[O:28])=[CH:23][C:22]=1I>>[C:1]([O:5][C:6](=[O:19])[CH2:7][O:8][C:9]1[CH:14]=[CH:13][C:12]([C:15]#[N:16])=[CH:11][C:10]=1[C:17]#[C:18][C:22]1[CH:23]=[C:24]([S:27]([CH3:30])(=[O:28])=[O:29])[CH:25]=[CH:26][C:21]=1[Cl:20])([CH3:4])([CH3:3])[CH3:2]. Reported procedure: Following the general method as outlined in Intermediate 79, starting from (4-cyano-2-ethynyl-phenoxy)-acetic acid tert-butyl ester (Intermediate 46) and 1-chloro-2-iodo-4-(methylsulfonyl)benzene (Intermediate 74), the title compound was obtained as a yellow solid in 74% yield after purification by flash column chromatography (silica), eluting with cyclohexane containing increasing amounts of EtOAc. Starting materials: BrC=1C=C(N)C=CC1 (3-bromoaniline), C1(C=2C(C(=O)O1)=CC=CC2)=O (phthalic anhydride). Run in C1(=CC=CC=C1)C (toluene). Conditions: time 24 hour. The product is BrC=1C=C(C=CC1)N1C(C=2C(C1=O)=CC=CC2)=O (N-(3-Bromophenyl)phthalimide). RXN SMILES: [Br:1][C:2]1[CH:3]=[C:4]([CH:6]=[CH:7][CH:8]=1)[NH2:5].[C:9]1(=O)[O:14][C:12](=[O:13])[C:11]2=[CH:15][CH:16]=[CH:17][CH:18]=[C:10]12>C1(C)C=CC=CC=1>[Br:1][C:2]1[CH:3]=[C:4]([N:5]2[C:12](=[O:13])[C:11]3=[CH:15][CH:16]=[CH:17][CH:18]=[C:10]3[C:9]2=[O:14])[CH:6]=[CH:7][CH:8]=1. Reported procedure: A stirring slurry of 3-bromoaniline (3.00 g, 17.44 mmol), phthalic anhydride (2.58 g, 17.44 mmol), and toluene (45 ml) was heated under reflux, using a Dean-Stark apparatus, at 140° C. (oil bath temperature) for 24 h. After cooling to ambient temperature, the solution was concentrated by rotary evaporation. The resulting off-white solid was purified by column chromatography on silica gel (150 g, Merck 70-230 mesh) eluting with CHCl3-acetone (9:1, v/v) to collect unreacted 3-bromoaniline (Rf 0.61... The reactants are C(C1=CC=CC=C1)[C@H](C(=O)O)CC[C@@H](C(=O)N[C@@H]1C(N2[C@@H](SCC1)CCC[C@H]2C(=O)OC)=O)CC2=CC=CC=C2 ((2R,5R)-2,5-Dibenzyl-6-((4S,7S,10aS)-7-(methoxycarbonyl)-5-oxooctahydro-2H-pyrido[2,1-b][1,3]thiazepin-4-ylamino)-6-oxohexanoic acid), FC(C(=O)O)(F)F.N[C@@H]1C(N(CCCC1)C1=C(C=CC=C1)C)=O ((S)-3-Amino-1-o-tolylazepan-2-one trifluoroacetate). The product is C(C1=CC=CC=C1)[C@H](C(=O)N[C@@H]1C(N2[C@@H](SCC1)CCC[C@H]2C(=O)OC)=O)CC[C@@H](C(N[C@@H]2C(N(CCCC2)C2=C(C=CC=C2)C)=O)=O)CC2=CC=CC=C2 ((4S,7S,10aS)-Methyl 4-((2R,5R)-2,5-dibenzyl-6-oxo-6-((S)-2-oxo-1-o-tolylazepan-3-ylamino)hexanamido)-5-oxooctahydro-2H-pyrido[2,1-b][1,3]thiazepine-7-carboxylate), solid. The yield is 57.0%. RXN SMILES: [CH2:1]([C@@H:8]([CH2:12][CH2:13][C@H:14]([CH2:34][C:35]1[CH:40]=[CH:39][CH:38]=[CH:37][CH:36]=1)[C:15]([NH:17][C@H:18]1[CH2:24][CH2:23][S:22][C@H:21]2[CH2:25][CH2:26][CH2:27][C@@H:28]([C:29]([O:31][CH3:32])=[O:30])[N:20]2[C:19]1=[O:33])=[O:16])[C:9]([OH:11])=O)[C:2]1[CH:7]=[CH:6][CH:5]=[CH:4][CH:3]=1.FC(F)(F)C(O)=O.[NH2:48][C@H:49]1[CH2:55][CH2:54][CH2:53][CH2:52][N:51]([C:56]2[CH:61]=[CH:60][CH:59]=[CH:58][C:57]=2[CH3:62])[C:50]1=[O:63]>>[CH2:34]([C@@H:14]([CH2:13][CH2:12][C@H:8]([CH2:1][C:2]1[CH:3]=[CH:4][CH:5]=[CH:6][CH:7]=1)[C:9](=[O:11])[NH:48][C@H:49]1[CH2:55][CH2:54][CH2:53][CH2:52][N:51]([C:56]2[CH:61]=[CH:60][CH:59]=[CH:58][C:57]=2[CH3:62])[C:50]1=[O:63])[C:15]([NH:17][C@H:18]1[CH2:24][CH2:23][S:22][C@H:21]2[CH2:25][CH2:26][CH2:27][C@@H:28]([C:29]([O:31][CH3:32])=[O:30])[N:20]2[C:19]1=[O:33])=[O:16])[C:35]1[CH:40]=[CH:39][CH:38]=[CH:37][CH:36]=1 |f:1.2|. Reported procedure: (4S,7S,10aS)-Methyl 4-((2R,5R)-2,5-dibenzyl-6-oxo-6-((S)-2-oxo-1-o-tolylazepan-3-ylamino)hexanamido)-5-oxooctahydro-2H-pyrido[2,1-b][1,3]thiazepine-7-carboxylate was synthesized as described in General Procedure H using Intermediate 23 (45 mg, 0.080 mmol) and Intermediate 69 (27 mg, 0.080 mmol) to give a white solid (35 mg, 57% yield). Anal. Calcd. for C44H54N4O6S m/z 766.7. found: 767.4 (M+H)+; 1H NMR (400 MHz, CDCl3) δ ppm 7.38-6.86 (m, 14H), 5.38-5.23 (m, 1H), 5.19-5.07 (m, 1H), 5.04-4.90 (m,... The reactants are CN(Cc1ccccc1)c1cc(NC(=O)NCCN2CCC(O)(Cc3ccccc3)CC2)ccn1, CO, Cl. Product: CNc1cc(NC(=O)NCCN2CCC(O)(Cc3ccccc3)CC2)ccn1. As a reaction SMILES: [CH2:1]([c:2]1[cH:3][cH:4][cH:5][cH:6][cH:7]1)[C:8]1([OH:35])[CH2:9][CH2:10][N:11]([CH2:14][CH2:15][NH:16][C:17](=[O:18])[NH:19][c:20]2[cH:21][c:22]([N:26]([CH3:27])[CH2:28][c:29]3[cH:30][cH:31][cH:32][cH:33][cH:34]3)[n:23][cH:24][cH:25]2)[CH2:12][CH2:13]1.[CH3:37][OH:38].[ClH:36]>>[CH2:1]([c:2]1[cH:3][cH:4][cH:5][cH:6][cH:7]1)[C:8]1([OH:35])[CH2:9][CH2:10][N:11]([CH2:14][CH2:15][NH:16][C:17](=[O:18])[NH:19][c:20]2[cH:21][c:22]([NH:26][CH3:27])[n:23][cH:24][cH:25]2)[CH2:12][CH2:13]1. Reactants: F[B-](F)(F)F, O=C(O)c1nc(Br)sc1-c1ccc(F)cc1, CC(C)(C)OC(=O)NCC1CCCCN1, CC#N, CCN(C(C)C)C(C)C, CN(C)C(On1nnc2ccccc21)=[N+](C)C. Product: CC(C)(C)OC(=O)NCC1CCCCN1C(=O)c1nc(Br)sc1-c1ccc(F)cc1. As a reaction SMILES: [B-:17]([F:18])([F:19])([F:20])[F:21].[Br:1][c:2]1[s:3][c:4](-[c:10]2[cH:11][cH:12][c:13]([F:16])[cH:14][cH:15]2)[c:5]([C:7](=[O:8])[OH:9])[n:6]1.[C:48]([CH3:49])([CH3:50])([CH3:51])[O:52][C:53]([NH:54][CH2:55][CH:56]1[NH:57][CH2:58][CH2:59][CH2:60][CH2:61]1)=[O:62].[CH3:63][C:64]#[N:65].[CH:39]([N:40]([CH2:41][CH3:42])[CH:43]([CH3:44])[CH3:45])([CH3:46])[CH3:47].[n:22]1([O:23][C:24]([N:25]([CH3:26])[CH3:27])=[N+:28]([CH3:29])[CH3:30])[c:31]2[cH:32][cH:33][cH:34][cH:35][c:36]2[n:37][n:38]1>>[Br:1][c:2]1[s:3][c:4](-[c:10]2[cH:11][cH:12][c:13]([F:16])[cH:14][cH:15]2)[c:5]([C:7](=[O:9])[N:57]2[CH:56]([CH2:55][NH:54][C:53]([O:52][C:48]([CH3:49])([CH3:50])[CH3:51])=[O:62])[CH2:61][CH2:60][CH2:59][CH2:58]2)[n:6]1. The reactants are C1=CC=CC=2C3=CC=CC=C3CC12 (fluorene), S(O)(O)(=O)=O (sulfuric acid), II (iodine), I(=O)(=O)O (iodic acid). Run in CO (methanol). Product: 60, IC1=CC=2CC3=CC=CC=C3C2C=C1 (2-iodofluorene). RXN SMILES: [CH:1]1[C:13]2[CH2:12][C:11]3[C:6](=[CH:7][CH:8]=[CH:9][CH:10]=3)[C:5]=2[CH:4]=[CH:3][CH:2]=1.S(=O)(=O)(O)O.II.[I:21](O)(=O)=O>CO>[I:21][C:9]1[CH:8]=[CH:7][C:6]2[C:5]3[C:13](=[CH:1][CH:2]=[CH:3][CH:4]=3)[CH2:12][C:11]=2[CH:10]=1. Reported procedure: 56.8 parts of fluorene, 200 parts of methanol, 37 parts of 63% sulfuric acid aqueous solution, 31 parts of iodine, and 34 parts of 34% iodic acid aqueous solution were stirred at 60° C. for 5 hours. After completion of the stirring, the resultant was filtrated, and it was then washed with 100 parts of water twice. Thereafter, the resultant was dried at 70° C. overnight. After completion of the drying, the resultant was recrystallized in methanol to obtain 60 parts of 2-iodofluorene in the form o...